This data is from the Open Reaction Database (ORD), a public repository of structured organic reaction records. The task is: describe an organic reaction: reactants, conditions, products, and yield Starting materials: C1CCOC1, Cc1ccc(N=C=O)cc1, COc1ccc(Cc2ccc(N)cc2)cn1. Product: COc1ccc(Cc2ccc(NC(=O)Nc3ccc(C)cc3)cc2)cn1. RXN SMILES: [CH2:27]1[O:28][CH2:29][CH2:30][CH2:31]1.[CH3:17][c:18]1[cH:19][cH:20][c:21]([N:24]=[C:25]=[O:26])[cH:22][cH:23]1.[CH3:1][O:2][c:3]1[cH:4][cH:5][c:6]([CH2:9][c:10]2[cH:11][cH:12][c:13]([NH2:16])[cH:14][cH:15]2)[cH:7][n:8]1>>[CH3:1][O:2][c:3]1[cH:4][cH:5][c:6]([CH2:9][c:10]2[cH:11][cH:12][c:13]([NH:16][C:25]([NH:24][c:21]3[cH:20][cH:19][c:18]([CH3:17])[cH:23][cH:22]3)=[O:26])[cH:14][cH:15]2)[cH:7][n:8]1.